Dataset: the Open Reaction Database (ORD), a public repository of structured organic reaction records. Task: describe an organic reaction: reactants, conditions, products, and yield Reactants: C1(=CC=CC=C1)CC#N (Phenylacetonitrile), C=O (formaldehyde), C=O (formaldehyde), C(C)O (ethanol), [OH-].C(C1=CC=CC=C1)[N+](C)(C)C (benzyltrimethylammonium hydroxide), alcohol. Run in O (water), O (water). Yields the product C1(=CC=CC=C1)C(C#N)=C (α-Phenylacrylonitrile). As a reaction SMILES: [C:1]1([CH2:7][C:8]#[N:9])[CH:6]=[CH:5][CH:4]=[CH:3][CH:2]=1.C=O.[CH2:12](O)C.[OH-].C([N+](C)(C)C)C1C=CC=CC=1>O>[C:1]1([C:7](=[CH2:12])[C:8]#[N:9])[CH:6]=[CH:5][CH:4]=[CH:3][CH:2]=1 |f:3.4|. Procedure: Phenylacetonitrile (117 g, 1.0 mol), 37% formaldehyde solution 85 g, 1.0 mole of formaldehyde), ethanol (100 ml), and 40% benzyltrimethylammonium hydroxide (Triton B) (2 ml) were mixed in a 500 ml 3-necked round-bottomed glass flask equipped with a magnetic stirrer, water-cooled condenser and thermometer. A static atmosphere of argon was maintained throughout the course of the reaction. The reaction mixture was mixed and heated to reflux temperature whereupon the heat of reaction was sufficient ... Starting materials: [H-].[Al+3].[Li+].[H-].[H-].[H-] (lithium aluminum hydride), [OH-].[Na+] (sodium hydroxide), C1(CCCCC1)N=C=NC1CCCCC1 (Dicyclohexylcarbodiimide), C1(=CC=CC=C1)C=1C[C@@H](CCC1)C(=O)O ((R)-3-phenyl-3-cyclohexenecarboxylic acid), N1=C(C=CC=C1)N1CCNCC1 (2-pyridylpiperazine), O.OC1=CC=CC=2NN=NC21 (hydroxybenzotriazole hydrate), [Cl-].[Al+3].[Cl-].[Cl-] (aluminum chloride). The solvent is O1CCCC1 (tetrahydrofuran), O1CCCC1 (tetrahydrofuran), O (Water), ClCCl (dichloromethane), ClCCl (dichloromethane), CCOCC (ether). Conditions: time 8 hour. Yields the product C1(=CC=CC=C1)C=1C[C@@H](CCC1)CN1CCN(CC1)C1=NC=CC=C1 ((R)-1-[(3-Phenyl-3-cyclohexen-1-yl)methyl]-4-(2-pyridinyl)piperazine). Yield: 32.2%. As a reaction SMILES: C1(N=C=NC2CCCCC2)CCCCC1.[C:16]1([C:22]2[CH2:23][C@H:24]([C:28](O)=O)[CH2:25][CH2:26][CH:27]=2)[CH:21]=[CH:20][CH:19]=[CH:18][CH:17]=1.[N:31]1[CH:36]=[CH:35][CH:34]=[CH:33][C:32]=1[N:37]1[CH2:42][CH2:41][NH:40][CH2:39][CH2:38]1.O.OC1C2N=NNC=2C=CC=1.[H-].[Al+3].[Li+].[H-].[H-].[H-].[Cl-].[Al+3].[Cl-].[Cl-].[OH-].[Na+]>ClCCl.O1CCCC1.CCOCC.O>[C:16]1([C:22]2[CH2:23][C@H:24]([CH2:28][N:40]3[CH2:41][CH2:42][N:37]([C:32]4[CH:33]=[CH:34][CH:35]=[CH:36][N:31]=4)[CH2:38][CH2:39]3)[CH2:25][CH2:26][CH:27]=2)[CH:21]=[CH:20][CH:19]=[CH:18][CH:17]=1 |f:3.4,5.6.7.8.9.10,11.12.13.14,15.16|. Reported procedure: Dicyclohexylcarbodiimide (0.506 g) in dichloromethane (10 mL) is added to (R)-3-phenyl-3-cyclohexenecarboxylic acid (0.414 g, Example D), 2-pyridylpiperazine (0.410 g) and hydroxybenzotriazole hydrate (0.332 g) in dichloromethane (40 mL) and stirred overnight. The mixture is filtered and evaporated. The residue is dissolved in ethyl acetate, filtered, washed with saturated sodium bicarbonate, 5% citric acid, 2N sodium carbonate, brine, dried over magnesium sulfate, filtered, and evaporated to le...